describe an organic reaction: reactants, conditions, products, and yield From a dataset of the Open Reaction Database (ORD), a public repository of structured organic reaction records. Starting materials: Cc1cc(SC(=O)N(C)C)cc(C)c1Br, C[O-], CO, CCOC(C)=O, Cl, [Na+]. Product: Cc1cc(S)cc(C)c1Br. As a reaction SMILES: [Br:1][c:2]1[c:3]([CH3:15])[cH:4][c:5]([S:9][C:10](=[O:11])[N:12]([CH3:13])[CH3:14])[cH:6][c:7]1[CH3:8].[CH3:16][O-:17].[CH3:20][OH:21].[CH3:22][CH2:23][O:24][C:25](=[O:26])[CH3:27].[ClH:19].[Na+:18]>>[Br:1][c:2]1[c:3]([CH3:15])[cH:4][c:5]([SH:9])[cH:6][c:7]1[CH3:8]. Starting materials: O[C@@H](COC=1C=CC2=C(C(C=3NC4=C(C(=CC=C4C3C2=O)C#N)O)(C)C)C1)CO (8-((R)-2,3-dihydroxy-propoxy)-4-hydroxy-6,6-dimethyl-11-oxo-6,11-dihydro-5H-benzo[b]carbazole-3-carbonitrile), C[Si](C)(C)C=[N+]=[N-] (trimethylsilyldiazomethane), C(C)(C)N(CC)C(C)C (diisopropylethylamine). Run in CO (methanol), C(Cl)(Cl)Cl (chloroform). Conditions: time 31 hour. The product is O[C@@H](COC=1C=CC2=C(C(C=3NC4=C(C(=CC=C4C3C2=O)C#N)OC)(C)C)C1)CO (8-((R)-2,3-Dihydroxy-propoxy)-4-methoxy-6,6-dimethyl-11-oxo-6,11-dihydro-5H-benzo[b]carbazole-3-carbonitrile). Yield: 61.5%. Reaction SMILES: [OH:1][C@H:2]([CH2:28][OH:29])[CH2:3][O:4][C:5]1[CH:6]=[CH:7][C:8]2[C:20](=[O:21])[C:19]3[C:18]4[C:13](=[C:14]([OH:24])[C:15]([C:22]#[N:23])=[CH:16][CH:17]=4)[NH:12][C:11]=3[C:10]([CH3:26])([CH3:25])[C:9]=2[CH:27]=1.[CH3:30][Si](C=[N+]=[N-])(C)C.C(N(C(C)C)CC)(C)C>CO.C(Cl)(Cl)Cl>[OH:1][C@H:2]([CH2:28][OH:29])[CH2:3][O:4][C:5]1[CH:6]=[CH:7][C:8]2[C:20](=[O:21])[C:19]3[C:18]4[C:13](=[C:14]([O:24][CH3:30])[C:15]([C:22]#[N:23])=[CH:16][CH:17]=4)[NH:12][C:11]=3[C:10]([CH3:26])([CH3:25])[C:9]=2[CH:27]=1. Procedure: Under nitrogen atmosphere, 8-((R)-2,3-dihydroxy-propoxy)-4-hydroxy-6,6-dimethyl-11-oxo-6,11-dihydro-5H-benzo[b]carbazole-3-carbonitrile (Compound U8-4-2, 8.0 mg, 20.39 μmol) was dissolved in methanol (2.0 mL) and chloroform (2.00 mL), added with trimethylsilyldiazomethane (diethyl ether solution, 2 M, 15.3 μL, 30.58 μmol) and diisopropylethylamine (0.05 mL), and then stirred at room temperature for 31 hr. The residues obtained from the reaction solution after concentration under reduced pressure... Starting materials: C(C1=CC=CC=C1)OC=1N=NC(=CC1OCC1=CC=CC=C1)C#CC1=NC=C(C=C1)C(F)(F)F (3,4-bis(benzyloxy)-6-{[5-(trifluoromethyl)pyridin-2-yl]ethynyl}pyridazine), C(C1=CC=CC=C1)OC=1N=NC(=CC1OCC1=CC=CC=C1)C#C (3,4-bis(Benzyloxy)-6-ethynylpyridazine), FC(OC1=CC=C(C=C1)I)F (1-(difluoromethoxy)-4-iodobenzene), C(C1=CC=CC=C1)OC=1N=NC(=CC1OCC1=CC=CC=C1)C#CC1=NC=C(C=C1)C(F)(F)F (3,4-bis(benzyloxy)-6-{[5-(trifluoromethyl)pyridin-2-yl]ethynyl}pyridazine), C(C1=CC=CC=C1)OC=1N=NC(=CC1OCC1=CC=CC=C1)C#C (3,4-bis(Benzyloxy)-6-ethynylpyridazine). Procedure details: Prepared as described for 3,4-bis(benzyloxy)-6-{[5-(trifluoromethyl)pyridin-2-yl]ethynyl}pyridazine (Intermediate 6) from 3,4-bis(benzyloxy)-6-ethynylpyridazine (Intermediate 5) and 1-(difluoromethoxy)-4-iodobenzene in 58% yield. Yield: 58.0%. Yields the product C(C1=CC=CC=C1)OC=1N=NC(=CC1OCC1=CC=CC=C1)C#CC1=CC=C(C=C1)OC(F)F (3,4-bis(Benzyloxy)-6-{2-[4-(difluoromethoxy)phenyl]-ethynyl}pyridazine). RXN SMILES: C(OC1N=NC(C#CC2C=CC(C(F)(F)F)=CN=2)=CC=1OCC1C=CC=CC=1)C1C=CC=CC=1.[CH2:35]([O:42][C:43]1[N:44]=[N:45][C:46]([C:57]#[CH:58])=[CH:47][C:48]=1[O:49][CH2:50][C:51]1[CH:56]=[CH:55][CH:54]=[CH:53][CH:52]=1)[C:36]1[CH:41]=[CH:40][CH:39]=[CH:38][CH:37]=1.[F:59][CH:60]([F:69])[O:61][C:62]1[CH:67]=[CH:66][C:65](I)=[CH:64][CH:63]=1>>[CH2:35]([O:42][C:43]1[N:44]=[N:45][C:46]([C:57]#[C:58][C:65]2[CH:66]=[CH:67][C:62]([O:61][CH:60]([F:69])[F:59])=[CH:63][CH:64]=2)=[CH:47][C:48]=1[O:49][CH2:50][C:51]1[CH:56]=[CH:55][CH:54]=[CH:53][CH:52]=1)[C:36]1[CH:37]=[CH:38][CH:39]=[CH:40][CH:41]=1. Starting materials: C(C(=O)Cl)(=O)Cl (oxalyl chloride), C(=O)(O)C1=C(N(C=C1)C1=CC=NC2=CC=CC=C12)C (3-carboxy-2-methyl-1-(quinol-4-yl)-1H-pyrrole). Run in ClCCl (dichloromethane). Reaction conditions: temperature 20 celsius, time 16 hour. Yields the product Cl.ClC(=O)C1=C(N(C=C1)C1=CC=NC2=CC=CC=C12)C (3-chlorocarbonyl-2-methyl-1-(quinol-4-yl)-1H-pyrrole hydrochloride). Isolated yield 98.9%. Reaction SMILES: [C:1](Cl)(=O)[C:2]([Cl:4])=[O:3].C([C:10]1[CH:14]=[CH:13][N:12]([C:15]2[C:24]3[C:19](=[CH:20][CH:21]=[CH:22][CH:23]=3)[N:18]=[CH:17][CH:16]=2)[C:11]=1C)(O)=O>ClCCl>[ClH:4].[Cl:4][C:2]([C:1]1[CH:10]=[CH:11][N:12]([C:15]2[C:24]3[C:19](=[CH:20][CH:21]=[CH:22][CH:23]=3)[N:18]=[CH:17][CH:16]=2)[C:13]=1[CH3:14])=[O:3] |f:3.4|. Procedure details: 11.8 mL (134.8 mmol) of oxalyl chloride are added at 20° C. under an argon atmosphere to 2.09 g (7.24 mmol) of 3-carboxy-2-methyl-1-(quinol-4-yl)-1H-pyrrole dissolved in 150 mL of dichloromethane. After stirring at 20° C. for 16 hours, the reaction mixture is concentrated to dryness under reduced pressure (2.7 kPa) to give 2.2 g of 3-chlorocarbonyl-2-methyl-1-(quinol-4-yl)-1H-pyrrole hydrochloride in the form of an orange-coloured solid which is used directly in the following step. Reaction SMILES: [O:25]=[C:26]1[CH2:27][CH2:28][O:29][C:30]2([CH2:31]1)[CH2:32][CH2:33][N:34]([C:37](=[O:38])[O:39][C:40]([CH3:41])([CH3:42])[CH3:43])[CH2:35][CH2:36]2.[OH:1][C:2]1([C:17]#[C:18][c:19]2[cH:20][cH:21][cH:22][cH:23][cH:24]2)[CH2:3][C:4]2([CH2:5][CH2:6][N:7]([C:8]([O:9][CH2:10][CH3:11])=[O:12])[CH2:13][CH2:14]2)[O:15][CH2:16]1>>[C:17](#[C:18][c:19]1[cH:20][cH:21][cH:22][cH:23][cH:24]1)[C:26]1([OH:25])[CH2:27][CH2:28][O:29][C:30]2([CH2:31]1)[CH2:32][CH2:33][N:34]([C:37](=[O:38])[O:39][C:40]([CH3:41])([CH3:42])[CH3:43])[CH2:35][CH2:36]2. Yields the product CC(C)(C)OC(=O)N1CCC2(CC1)CC(O)(C#Cc1ccccc1)CCO2. The reactants are CC(C)(C)OC(=O)N1CCC2(CC1)CC(=O)CCO2, CCOC(=O)N1CCC2(CC1)CC(O)(C#Cc1ccccc1)CO2.